This data is from the Open Reaction Database (ORD), a public repository of structured organic reaction records. The task is: describe an organic reaction: reactants, conditions, products, and yield Starting materials: Cc1cc(Cl)n2c(C#N)cc(-c3c(C)cc(Br)cc3C)c2n1, CCCC(N)CCC, CCO, CCN(C(C)C)C(C)C, [Na+], O=C([O-])O. Yields the product CCCC(CCC)Nc1cc(C)nc2c(-c3c(C)cc(Br)cc3C)cc(C#N)n12. As a reaction SMILES: [Br:1][c:2]1[cH:3][c:4]([CH3:22])[c:5](-[c:9]2[cH:10][c:11]([C:20]#[N:21])[n:12]3[c:13]2[n:14][c:15]([CH3:19])[cH:16][c:17]3[Cl:18])[c:6]([CH3:8])[cH:7]1.[CH2:23]([CH2:24][CH3:25])[CH:26]([CH2:27][CH2:28][CH3:29])[NH2:30].[CH3:45][CH2:46][OH:47].[CH:31]([N:32]([CH2:33][CH3:34])[CH:35]([CH3:36])[CH3:37])([CH3:38])[CH3:39].[Na+:40].[OH:41][C:42](=[O:43])[O-:44]>>[Br:1][c:2]1[cH:3][c:4]([CH3:22])[c:5](-[c:9]2[cH:10][c:11]([C:20]#[N:21])[n:12]3[c:13]2[n:14][c:15]([CH3:19])[cH:16][c:17]3[NH:30][CH:26]([CH2:23][CH2:24][CH3:25])[CH2:27][CH2:28][CH3:29])[c:6]([CH3:8])[cH:7]1. Reactants: COC1=C(C=O)C(=CC=C1OC)O (2,3-Dimethoxy-6-hydroxybenzaldehyde), BrCCCCC(=O)OCC (ethyl 5-bromopentanoate), C([O-])([O-])=O.[K+].[K+] (potassium carbonate), [I-].[Na+] (sodium iodide). Solvent: C(C)O (ethanol). The product is C(=O)C1=C(OCCCCC(=O)OCC)C=CC(=C1OC)OC (ethyl 5-(2-formyl-3,4-dimethoxyphenoxy)pentanoate). As a reaction SMILES: [CH3:1][O:2][C:3]1[C:10]([O:11][CH3:12])=[CH:9][CH:8]=[C:7]([OH:13])[C:4]=1[CH:5]=[O:6].Br[CH2:15][CH2:16][CH2:17][CH2:18][C:19]([O:21][CH2:22][CH3:23])=[O:20].C(=O)([O-])[O-].[K+].[K+].[I-].[Na+]>C(O)C>[CH:5]([C:4]1[C:3]([O:2][CH3:1])=[C:10]([O:11][CH3:12])[CH:9]=[CH:8][C:7]=1[O:13][CH2:15][CH2:16][CH2:17][CH2:18][C:19]([O:21][CH2:22][CH3:23])=[O:20])=[O:6] |f:2.3.4,5.6|. Procedure: 2,3-Dimethoxy-6-hydroxybenzaldehyde (5.46 g, 0.03 M), ethyl 5-bromopentanoate (6.273 g, 0.03 M), anhydrous potassium carbonate (4.45 g), sodium iodide (0.185 g) and 95% ethanol (25 ml) were reacted together in an analogous manner to that described in example 2(F) to give ethyl 5-(2-formyl-3,4-dimethoxyphenoxy)pentanoate as an oil. This ester was demethylated with magnesium iodide (from 7.18 g iodine) in an analogous manner to that described in example 2(C), except that the ethyl acetate solution... Starting materials: C(C1=CC=CC=C1)OC=1C(=C(N2C1C(N(CC2)CC2=CC=C(C=C2)F)=O)Br)C(=O)NC (8-(benzyloxy)-6-bromo-2-(4-fluorobenzyl)-N-methyl-1-oxo-1,2,3,4-tetrahydropyrrolo-[1,2-a]pyrazine-7-carboxamide), C[Si](C)(C)[N-][Si](C)(C)C.[Li+] (lithium bis(trimethylsilyl)amide), C1CCOC1 (THF), BrCC=C(C)C (4-bromo-2-methyl-2-butene). Solvent: CN(C)C=O (DMF). Run at temperature 0 celsius, time 15 minute. Product: CC(=CCN(C(=O)C=1C(=C2N(CCN(C2=O)CC2=CC=C(C=C2)F)C1Br)OCC1=CC=CC=C1)C)C (N-(3-Methylbut-2-en-1-yl)-8-(benzyloxy)-6-bromo-2-(4-fluorobenzyl)-N-methyl-1-oxo-1,2,3,4-tetrahydropyrrolo-[1,2-a]pyrazine-7-carboxamide). RXN SMILES: [CH2:1]([O:8][C:9]1[C:10]([C:28]([NH:30][CH3:31])=[O:29])=[C:11]([Br:27])[N:12]2[CH2:17][CH2:16][N:15]([CH2:18][C:19]3[CH:24]=[CH:23][C:22]([F:25])=[CH:21][CH:20]=3)[C:14](=[O:26])[C:13]=12)[C:2]1[CH:7]=[CH:6][CH:5]=[CH:4][CH:3]=1.C[Si]([N-][Si](C)(C)C)(C)C.[Li+].C1COCC1.Br[CH2:48][CH:49]=[C:50]([CH3:52])[CH3:51]>CN(C=O)C>[CH3:51][C:50]([CH3:52])=[CH:49][CH2:48][N:30]([CH3:31])[C:28]([C:10]1[C:9]([O:8][CH2:1][C:2]2[CH:3]=[CH:4][CH:5]=[CH:6][CH:7]=2)=[C:13]2[C:14](=[O:26])[N:15]([CH2:18][C:19]3[CH:20]=[CH:21][C:22]([F:25])=[CH:23][CH:24]=3)[CH2:16][CH2:17][N:12]2[C:11]=1[Br:27])=[O:29] |f:1.2|. Procedure: To a cold (0° C.) solution of 8-(benzyloxy)-6-bromo-2-(4-fluorobenzyl)-N-methyl-1-oxo-1,2,3,4-tetrahydropyrrolo-[1,2-a]pyrazine-7-carboxamide (0.24 g, 0.50 mmol) in anhydrous DMF (10 mL) under an atmosphere of nitrogen, a solution of lithium bis(trimethylsilyl)amide in THF (1 M, 0.55 mmol) was added. The reaction mixture was stirred at 0° C. for 15 minutes and treated with 4-bromo-2-methyl-2-butene (0.15 mL, 1.5 mmol; passed through activated basic alumina). The reaction mixture was stirred at r... The reactants are C(C)OP(=O)(OCC)\C=C/CCON1C2=NC=NC(=C2N=C1)N1C(C=2C(C1=O)=CC=CC2)=O ((Z)-9-[4-(diethoxyphosphoryl)but-3-enyloxy]-6-phthalimidopurine), CNN (methylhydrazine). Run in C(C)O (ethanol). Conditions: time 1.5 hour. The product is C(C)OP(=O)(OCC)\C=C/CCON1C2=NC=NC(=C2N=C1)N ((Z)-9-[4-(diethoxyphosphoryl)but-3-enyloxy]adenine). Isolated yield 0.1%. As a reaction SMILES: [CH2:1]([O:3][P:4](/[CH:9]=[CH:10]\[CH2:11][CH2:12][O:13][N:14]1[CH:22]=[N:21][C:20]2[C:15]1=[N:16][CH:17]=[N:18][C:19]=2[N:23]1C(=O)C2=CC=CC=C2C1=O)([O:6][CH2:7][CH3:8])=[O:5])[CH3:2].CNN>C(O)C>[CH2:7]([O:6][P:4](/[CH:9]=[CH:10]\[CH2:11][CH2:12][O:13][N:14]1[CH:22]=[N:21][C:20]2[C:15]1=[N:16][CH:17]=[N:18][C:19]=2[NH2:23])([O:3][CH2:1][CH3:2])=[O:5])[CH3:8]. Procedure: A mixture of (Z)-9-[4-(diethoxyphosphoryl)but-3-enyloxy]-6-phthalimidopurine (305 mg, 647 mmol) and methylhydrazine (31.3 mg, 679 μmol) in ethanol (7 ml) was stirred at room temperature for 1.5 hr. The solvent was removed and the residue was purified by column chromatography on silica gel eluting with dichloromethane-methanol (19:1, 9:1) to afford (Z)-9-[4-(diethoxyphosphoryl)but-3-enyloxy]adenine as a colourless gum (177 mg, 80%); λmax (EtOH) 260 (13,045) nm; υmax (KBr) 3320, 3175, 2980, 1645, ... Starting materials: ClC1=C(C=CC=C1Cl)OC (2,3-dichloroanisole), CC(C(=O)Cl)CC (2-methylbutyryl chloride), [Cl-].[Al+3].[Cl-].[Cl-] (aluminum chloride). Run in C(Cl)Cl (methylene chloride). Product: ClC1=C(C=CC(=C1Cl)OC)C(C(CC)C)=O (2',3'-dichloro-4'-methoxy-2-methylbutyrophenone). Reaction SMILES: [Cl:1][C:2]1[C:7]([Cl:8])=[CH:6][CH:5]=[CH:4][C:3]=1[O:9][CH3:10].[CH3:11][CH:12]([CH2:16][CH3:17])[C:13](Cl)=[O:14].[Cl-].[Al+3].[Cl-].[Cl-]>C(Cl)Cl>[Cl:8][C:7]1[C:2]([Cl:1])=[C:3]([O:9][CH3:10])[CH:4]=[CH:5][C:6]=1[C:13](=[O:14])[CH:12]([CH3:11])[CH2:16][CH3:17] |f:2.3.4.5|. Procedure: By following the procedure described in Example 5, Step A, using as the reactants 2,3-dichloroanisole (100 g., 0.565 mole), 2-methylbutyryl chloride (.75 g., 0.62 mole), aluminum chloride (84 g., 0.62 mole) and methylene chloride (400 ml.), there is obtained 2',3'-dichloro-4'-methoxy-2-methylbutyrophenone. Reactants: ClCCl, N#Cc1cc2c(Cl)ccnc2cc1O, OCCCN1CCCC1, CCOC(=O)N=NC(=O)OCC, c1ccc(P(c2ccccc2)c2ccccc2)cc1. The product is N#Cc1cc2c(Cl)ccnc2cc1OCCCN1CCCC1. As a reaction SMILES: [CH2:55]([Cl:56])[Cl:57].[Cl:1][c:2]1[cH:3][cH:4][n:5][c:6]2[cH:7][c:8]([OH:14])[c:9]([C:12]#[N:13])[cH:10][c:11]12.[N:15]1([CH2:20][CH2:21][CH2:22][OH:23])[CH2:16][CH2:17][CH2:18][CH2:19]1.[O:43]=[C:44]([O:45][CH2:46][CH3:47])[N:48]=[N:49][C:50]([O:51][CH2:52][CH3:53])=[O:54].[c:24]1([P:25]([c:26]2[cH:27][cH:28][cH:29][cH:30][cH:31]2)[c:32]2[cH:33][cH:34][cH:35][cH:36][cH:37]2)[cH:38][cH:39][cH:40][cH:41][cH:42]1>>[Cl:1][c:2]1[cH:3][cH:4][n:5][c:6]2[cH:7][c:8]([O:14][CH2:22][CH2:21][CH2:20][N:15]3[CH2:16][CH2:17][CH2:18][CH2:19]3)[c:9]([C:12]#[N:13])[cH:10][c:11]12. Reactants: COC1=CC=C(C=C1)B(O)O (4-methoxyphenylboronic acid), [O-]P(=O)([O-])[O-].[K+].[K+].[K+].O (K3PO4.H2O), BrC=1N=C(N2C1C=CC=C2)C(=O)C2=CC(=C(C=C2)[N+](=O)[O-])OC ((1-Bromoimidazo[1,5-a]pyridin-3-yl)(3-methoxy-4-nitrophenyl)methanone). The reagents and catalysts are C=1C=CC(=CC1)[P](C=2C=CC=CC2)(C=3C=CC=CC3)[Pd]([P](C=4C=CC=CC4)(C=5C=CC=CC5)C=6C=CC=CC6)([P](C=7C=CC=CC7)(C=8C=CC=CC8)C=9C=CC=CC9)[P](C=1C=CC=CC1)(C=1C=CC=CC1)C=1C=CC=CC1 (tetrakis(triphenylphosphine)palladium(0)). Solvent: O1CCOCC1 (dioxane). The product is COC=1C=C(C=CC1[N+](=O)[O-])C(=O)C1=NC(=C2N1C=CC=C2)C2=CC=C(C=C2)OC ((3-Methoxy-4-nitrophenyl)[1-(4-methoxyphenyl)imidazo[1,5-a]pyridin-3-yl]methanone). As a reaction SMILES: [CH3:1][O:2][C:3]1[CH:8]=[CH:7][C:6](B(O)O)=[CH:5][CH:4]=1.[O-]P([O-])([O-])=O.[K+].[K+].[K+].O.Br[C:22]1[N:23]=[C:24]([C:31]([C:33]2[CH:38]=[CH:37][C:36]([N+:39]([O-:41])=[O:40])=[C:35]([O:42][CH3:43])[CH:34]=2)=[O:32])[N:25]2[CH:30]=[CH:29][CH:28]=[CH:27][C:26]=12>O1CCOCC1.C1C=CC([P]([Pd]([P](C2C=CC=CC=2)(C2C=CC=CC=2)C2C=CC=CC=2)([P](C2C=CC=CC=2)(C2C=CC=CC=2)C2C=CC=CC=2)[P](C2C=CC=CC=2)(C2C=CC=CC=2)C2C=CC=CC=2)(C2C=CC=CC=2)C2C=CC=CC=2)=CC=1>[CH3:43][O:42][C:35]1[CH:34]=[C:33]([C:31]([C:24]2[N:25]3[CH:30]=[CH:29][CH:28]=[CH:27][C:26]3=[C:22]([C:6]3[CH:7]=[CH:8][C:3]([O:2][CH3:1])=[CH:4][CH:5]=3)[N:23]=2)=[O:32])[CH:38]=[CH:37][C:36]=1[N+:39]([O-:41])=[O:40] |f:1.2.3.4.5,^1:53,55,74,93|. Procedure: 0.447 g (0.003 mol) of 4-methoxyphenylboronic acid, 2.24 g (0.009 mol) of K3PO4.H2O and then 0.131 g (0.011 mol) of tetrakis(triphenylphosphine)palladium(0) are added to 0.850 g (0.023 mol) of (1-bromoimidazo[1,5-a]pyridin-3-yl)(3-methoxy-4-nitrophenyl)methanone obtained in example 20 in 30 ml of dioxane under an argon atmosphere. The mixture is heated at reflux for 1 hour. The reaction medium is poured onto water and extracted with ethyl acetate. The organic phase is separated by settling, wash... The reactants are [N+](=O)([O-])C1=NC=C(C=C1)OC1=CC(=CC=C1)[N+](=O)[O-] (2-nitro-5-(3-nitrophenoxy)pyridine). The reagents and catalysts are [C].[Pd] (palladium carbon). The solvent is CO (methanol). Reaction conditions: time 12 hour. Yields the product NC=1C=C(OC=2C=CC(=NC2)N)C=CC1 (5-(3-aminophenoxy)pyridin-2-amine). Yield: 96.1%. Reaction SMILES: [N+:1]([C:4]1[CH:9]=[CH:8][C:7]([O:10][C:11]2[CH:16]=[CH:15][CH:14]=[C:13]([N+:17]([O-])=O)[CH:12]=2)=[CH:6][N:5]=1)([O-])=O>CO.[C].[Pd]>[NH2:17][C:13]1[CH:12]=[C:11]([CH:16]=[CH:15][CH:14]=1)[O:10][C:7]1[CH:8]=[CH:9][C:4]([NH2:1])=[N:5][CH:6]=1 |f:2.3|. Procedure: To a solution of 2-nitro-5-(3-nitrophenoxy)pyridine (1.33 g, 5.07 mmol) in methanol (10 mL) was added palladium carbon (50% water-containing product, 100 mg), and the mixture was stirred under a hydrogen atmosphere at room temperature for 12 hr. The reaction mixture was filtered through celite, and the filtrate was concentrated under reduced pressure and dried to give the title compound (980 mg, 96%) as a yellow oil. Starting materials: Cl.C(C)(=O)OC=1C=C(NC2=NC=NC3=CC(=C(C=C23)OC)O)C=CC1C (4-(3-acetoxy-4-methylanilino)-7-hydroxy-6-methoxyquinazoline hydrochloride), C([O-])([O-])=O.[K+].[K+] (potassium carbonate), Br.BrCC1=CC=NC=C1 (4-(bromomethyl)pyridine hydrobromide). Solvent: CN(C)C=O (DMF). Run at temperature 60 celsius. Product: C(C)(=O)OC=1C=C(NC2=NC=NC3=CC(=C(C=C23)OC)OCC2=CC=NC=C2)C=CC1C (4-(3-acetoxy-4-methylanilino)-6-methoxy-7-(4-pyridylmethoxy)quinazoline). Yield: 21.6%. As a reaction SMILES: Cl.[C:2]([O:5][C:6]1[CH:7]=[C:8]([CH:23]=[CH:24][C:25]=1[CH3:26])[NH:9][C:10]1[C:19]2[C:14](=[CH:15][C:16]([OH:22])=[C:17]([O:20][CH3:21])[CH:18]=2)[N:13]=[CH:12][N:11]=1)(=[O:4])[CH3:3].C(=O)([O-])[O-].[K+].[K+].Br.Br[CH2:35][C:36]1[CH:41]=[CH:40][N:39]=[CH:38][CH:37]=1>CN(C=O)C>[C:2]([O:5][C:6]1[CH:7]=[C:8]([CH:23]=[CH:24][C:25]=1[CH3:26])[NH:9][C:10]1[C:19]2[C:14](=[CH:15][C:16]([O:22][CH2:35][C:36]3[CH:41]=[CH:40][N:39]=[CH:38][CH:37]=3)=[C:17]([O:20][CH3:21])[CH:18]=2)[N:13]=[CH:12][N:11]=1)(=[O:4])[CH3:3] |f:0.1,2.3.4,5.6|. Procedure details: To a solution of 4-(3-acetoxy-4-methylanilino)-7-hydroxy-6-methoxyquinazoline hydrochloride (375 mg, 1 mmol) in DMF (16 ml) were added at ambient temperature potassium carbonate (415 mg, 3 mmol) and 4-(bromomethyl)pyridine hydrobromide (J.Org.Chem. 1958, 23, 575, 278 mg, 1.1 mmol). The reaction mixture was heated at 60° C. for 2 hours. The mixture was evaporated and the residue was partitioned between ethyl acetate and water. The organic layer was washed with a saturated aqueous sodium chloride ...